This data is from the Open Reaction Database (ORD), a public repository of structured organic reaction records. The task is: describe an organic reaction: reactants, conditions, products, and yield The reactants are ClC1=NC=2N3C(CN(C2C=N1)CC1=CC=C(C=C1)S(=O)(=O)C)COCC3 (2-chloro-5-(4-(methylsulfonyl)benzyl)-5,6,6a,7,9,10-hexahydro-[1,4]oxazino[3,4-h]pteridine), CC1(OB(OC1(C)C)C=1C=C2C(=NC1)NC=C2)C (5-(4,4,5,5-tetramethyl-1,3,2-dioxaborolan-2-yl)-1H-pyrrolo[2,3-b]pyridine). The reagents and catalysts are C1=CC=C(C=C1)P([C-]2C=CC=C2)C3=CC=CC=C3.C1=CC=C(C=C1)P([C-]2C=CC=C2)C3=CC=CC=C3.Cl[Pd]Cl.[Fe+2] (PdCl2(dppf)). Run in O1CCOCC1 (dioxane), C(=O)(O)[O-].[Na+] (NaHCO3). Product: CS(=O)(=O)C1=CC=C(CN2C=3C=NC(=NC3N3C(C2)COCC3)C=3C=C2C(=NC3)NC=C2)C=C1 (5-(4-(methylsulfonyl)benzyl)-2-(1H-pyrrolo[2,3-b]pyridin-5-yl)-5,6,6a,7,9,10-hexahydro-[1,4]oxazino[3,4-h]pteridine). RXN SMILES: Cl[C:2]1[N:11]=[CH:10][C:9]2[N:8]([CH2:12][C:13]3[CH:18]=[CH:17][C:16]([S:19]([CH3:22])(=[O:21])=[O:20])=[CH:15][CH:14]=3)[CH2:7][CH:6]3[CH2:23][O:24][CH2:25][CH2:26][N:5]3[C:4]=2[N:3]=1.CC1(C)C(C)(C)OB([C:35]2[CH:36]=[C:37]3[CH:43]=[CH:42][NH:41][C:38]3=[N:39][CH:40]=2)O1>O1CCOCC1.C([O-])(O)=O.[Na+].C1C=CC(P(C2C=CC=CC=2)[C-]2C=CC=C2)=CC=1.C1C=CC(P(C2C=CC=CC=2)[C-]2C=CC=C2)=CC=1.Cl[Pd]Cl.[Fe+2]>[CH3:22][S:19]([C:16]1[CH:17]=[CH:18][C:13]([CH2:12][N:8]2[CH2:7][CH:6]3[CH2:23][O:24][CH2:25][CH2:26][N:5]3[C:4]3[N:3]=[C:2]([C:35]4[CH:36]=[C:37]5[CH:43]=[CH:42][NH:41][C:38]5=[N:39][CH:40]=4)[N:11]=[CH:10][C:9]2=3)=[CH:14][CH:15]=1)(=[O:21])=[O:20] |f:3.4,5.6.7.8|. Reported procedure: The title compound was prepared in a manner similar to EXAMPLE 3 using 2-chloro-5-(4-(methylsulfonyl)benzyl)-5,6,6a,7,9,10-hexahydro-[1,4]oxazino[3,4-h]pteridine (PREPARATION x9, 50 mg, 0.127 mmol), 5-(4,4,5,5-tetramethyl-1,3,2-dioxaborolan-2-yl)-1H-pyrrolo[2,3-b]pyridine (61.8 mg, 0.253 mmol) and PdCl2(dppf) (4.63 mg, 6.33 μmol) in dioxane (2 mL) and aqueous saturated NaHCO3 (0.4 mL). 1H NMR (400 MHz, DMSO-d6) δ 3.14-3.26 (m, 2H), 3.31-3.45 (m, 6H), 3.54-3.65 (m, 2H), 3.93-4.03 (m, 1H), 4.03-4.... Starting materials: ClC1=C(C(=CC=C1)[N+](=O)[O-])N1CCCCC1 (1-(2-chloro-6-nitro-phenyl)-piperidine). The reagents and catalysts are [Pd] (Pd—C). Yields the product ClC=1C(=C(C=CC1)N)N1CCCCC1 (3-Chloro-2-piperidin-1-yl-phenylamine). The yield is 80.0%. As a reaction SMILES: [Cl:1][C:2]1[CH:7]=[CH:6][CH:5]=[C:4]([N+:8]([O-])=O)[C:3]=1[N:11]1[CH2:16][CH2:15][CH2:14][CH2:13][CH2:12]1>[Pd]>[Cl:1][C:2]1[C:3]([N:11]2[CH2:16][CH2:15][CH2:14][CH2:13][CH2:12]2)=[C:4]([NH2:8])[CH:5]=[CH:6][CH:7]=1. Procedure details: Using a procedure similar to Example 3, step (c), 1-(2-chloro-6-nitro-phenyl)-piperidine (79 mg, 0.32 mmol, as prepared in the previous step) was stirred with 44 mg of 5% Pd—C under H2 for 1 h 30 min to afford 54 mg (80%) of the title compound, contaminated with the des-chloro derivative, which was used immediately without further purification. Mass spectrum (ESI, m/z): Calcd. for C11H15ClN2, 211.0 (M+H), found 211.1. Reactants: CNN=CC=1N(C(=CN1)[N+](=O)[O-])C (1-methyl-5-nitroimidazole-2-carboxaldehyde methyl hydrazone), BrN1C(CCC1=O)=O (N-bromosuccinimide). Solvent: C(Cl)(Cl)Cl (chloroform). Yields the product CNN=C(C=1N(C(=CN1)[N+](=O)[O-])C)Br (1 -methyl-5-nitroimidazole-2-carbonyl bromide methyl hydrazone). Reaction SMILES: [CH3:1][NH:2][N:3]=[CH:4][C:5]1[N:6]([CH3:13])[C:7]([N+:10]([O-:12])=[O:11])=[CH:8][N:9]=1.[Br:14]N1C(=O)CCC1=O>C(Cl)(Cl)Cl>[CH3:1][NH:2][N:3]=[C:4]([Br:14])[C:5]1[N:6]([CH3:13])[C:7]([N+:10]([O-:12])=[O:11])=[CH:8][N:9]=1. Reported procedure: The hydrazones formed in this manner are in turn allowed to react with N-bromosuccinimide at about room temperature in a suitable solvent, such as chloroform, to yield 1-methyl-5-nitroimidazole-2-carbonyl bromide alkyl or hydroxy-alkyl hydrazones. The reaction with N-bromosuccinimide is applicable to any of the substituted hydrazones to yield the bromo-substituted hydrazones. As a specific example, when 1-methyl-5-nitroimidazole-2-carboxaldehyde methyl hydrazone is allowed to react with N-bromos... Starting materials: C1(=CC=CC=C1)COC(NCC1CN(C1)CCC1=C(C=NC2=CC=C(N=C12)OC)F)=O (phenylmethyl[(1-{2-[3-fluoro-6-(methyloxy)-1,5-naphthyridin-4-yl]ethyl}-3-azetidinyl)methyl]carbamate). Reagents/catalysts: [OH-].[OH-].[Pd+2] (Pd(OH)2). Solvent: CO (MeOH). Conditions: time 18 hour. Yields the product FC=1C=NC2=CC=C(N=C2C1CCN1CC(C1)CN)OC ([(1-{2-[3-fluoro-6-(methyloxy)-1,5-naphthyridin-4-yl]ethyl}-3-azetidinyl)methyl]amine). Isolated yield 93.6%. RXN SMILES: C1(COC(=O)[NH:10][CH2:11][CH:12]2[CH2:15][N:14]([CH2:16][CH2:17][C:18]3[C:27]4[C:22](=[CH:23][CH:24]=[C:25]([O:28][CH3:29])[N:26]=4)[N:21]=[CH:20][C:19]=3[F:30])[CH2:13]2)C=CC=CC=1>CO.[OH-].[OH-].[Pd+2]>[F:30][C:19]1[CH:20]=[N:21][C:22]2[C:27]([C:18]=1[CH2:17][CH2:16][N:14]1[CH2:13][CH:12]([CH2:11][NH2:10])[CH2:15]1)=[N:26][C:25]([O:28][CH3:29])=[CH:24][CH:23]=2 |f:2.3.4|. Reported procedure: To a solution of phenylmethyl[(1-{2-[3-fluoro-6-(methyloxy)-1,5-naphthyridin-4-yl]ethyl}-3-azetidinyl)methyl]carbamate (0.44 g, 1.03 mmole) in MeOH (50 mL) was added Pd(OH)2 (100 mg). The reaction contents were placed under a balloon of H2 and stirred for 18 hours. The reaction contents were filtered through Celite® (MeOH) and concentrated under vacuum to give the title compound (0.28 g, 95%) as a light yellow oil: LC-MS (ES) m/e 291 (M+H)+. Reactants: CC(C)(C)N(C([O-])=O)CCCN1CCC(CC1)OC=1C=C(C=C2C=CC=NC12)CCCC (1,1-Dimethylethyl(3-{4-[(6-butyl-8-quinolinyl)oxy]-1-piperidinyl}propyl)carbamate), CC(C)(C)N(C([O-])=O)CCCN1CCC(CC1)OC=1C=C(C=C2C=CC=NC12)CCCC (1,1-Dimethylethyl(3-{4-[(6-butyl-8-quinolinyl)oxy]-1-piperidinyl}propyl)carbamate), Cl (hydrogen chloride). Solvent: O1CCOCC1 (dioxane). Run at time 8 hour. Yields the product C(CCC)C=1C=C2C=CC=NC2=C(C1)OC1CCN(CC1)CCCN ((3-{4-[(6-Butyl-8-quinolinyl)oxy]-1-piperidinyl}propyl)amine). Yield: 76.3%. As a reaction SMILES: CC([N:5]([CH2:9][CH2:10][CH2:11][N:12]1[CH2:17][CH2:16][CH:15]([O:18][C:19]2[CH:20]=[C:21]([CH2:29][CH2:30][CH2:31][CH3:32])[CH:22]=[C:23]3[C:28]=2[N:27]=[CH:26][CH:25]=[CH:24]3)[CH2:14][CH2:13]1)C(=O)[O-])(C)C.Cl>O1CCOCC1>[CH2:29]([C:21]1[CH:22]=[C:23]2[C:28](=[C:19]([O:18][CH:15]3[CH2:16][CH2:17][N:12]([CH2:11][CH2:10][CH2:9][NH2:5])[CH2:13][CH2:14]3)[CH:20]=1)[N:27]=[CH:26][CH:25]=[CH:24]2)[CH2:30][CH2:31][CH3:32]. Procedure: 1,1-Dimethylethyl(3-{4-[(6-butyl-8-quinolinyl)oxy]-1-piperidinyl}propyl)carbamate (for example, as prepared for Intermediate 31) (493 mg, 1.12 mmol) was treated with a solution of hydrogen chloride in dioxane (4 M, 10 ml), and stirred under nitrogen overnight at room temperature. The mixture was concentrated in vacuo. The residue was dissolved in methanol, and applied to a SCX-2 ion exchange cartridge (10 g) which had been preconditioned with methanol. The cartridge was washed with methanol (100... Starting materials: NC1=CC=C(C=C1)S(=O)(=O)NC1=C(C=CC=C1)C (4-Amino-N-o-tolyl-benzenesulfonamide), COC1=C(C=CC(=C1)[N+](=O)[O-])S(=O)(=O)NC1=CC=C(C=C1)OC (2-Methoxy-N-(4-methoxy-phenyl)-4-nitro-benzenesulfonamide). The product is NC1=CC(=C(C=C1)S(=O)(=O)NC1=CC=C(C=C1)OC)OC (4-amino-2-methoxy-N-(4-methoxy-phenyl)-benzenesulfonamide). Yield: 77.0%. RXN SMILES: NC1C=CC(S(NC2C=CC=CC=2C)(=O)=O)=CC=1.[CH3:19][O:20][C:21]1[CH:26]=[C:25]([N+:27]([O-])=O)[CH:24]=[CH:23][C:22]=1[S:30]([NH:33][C:34]1[CH:39]=[CH:38][C:37]([O:40][CH3:41])=[CH:36][CH:35]=1)(=[O:32])=[O:31]>>[NH2:27][C:25]1[CH:24]=[CH:23][C:22]([S:30]([NH:33][C:34]2[CH:39]=[CH:38][C:37]([O:40][CH3:41])=[CH:36][CH:35]=2)(=[O:32])=[O:31])=[C:21]([O:20][CH3:19])[CH:26]=1. Procedure: (RK1-1-45) I This compound was prepared according to the procedure described for compound 12a except using 11k to obtain the required product as a yellow solid (141 mg, 77%). Mp=51-54° C.; 1H NMR (400 MHz, CDCl3) δ 7.44 (d, J=8.4 Hz, 1H), 6.97 (d, J=8.8 Hz, 2H), 6.72 (d, J=8.8 Hz, 2H), 6.61 (br s, 1H), 6.19 (d, J=2.0 Hz, 1H), 6.14 (dd, J=8.6, 2.2 Hz, 1H), 4.06 (br s, 2H), 3.98 (s, 3H), 3.72 (s, 3H). Starting materials: ClC1=NC=2CCN(C=3C2C(=C1)N(N3)C(C3=CC=CC=C3)(C3=CC=CC=C3)C3=CC=CC=C3)C(C)C (7-chloro-3-isopropyl-1-trityl-1,3,4,5-tetrahydropyrazolo[3,4,5-de][1,6]naphthyridine), C1(=CC=CC=C1)[C@@H](C)NC(=O)N ((R)-1-(1-phenylethyl)urea), C([O-])([O-])=O.[Cs+].[Cs+] (cesium carbonate). The reagents and catalysts are CC(C)C1=CC(=C(C(=C1)C(C)C)C2=C(C=CC(=C2P(C3CCCCC3)C4CCCCC4)OC)OC)C(C)C (BrettPhos). Run in C(Cl)Cl (DCM). Yields the product C(C)(C)N1C=2C=3C(=CC(=NC3CC1)NC(=O)N[C@H](C)C1=CC=CC=C1)N(N2)C(C2=CC=CC=C2)(C2=CC=CC=C2)C2=CC=CC=C2 ((R)-1-(3-isopropyl-1-trityl-1,3,4,5-tetrahydropyrazolo[3,4,5-de][1,6]naphthyridin-7-yl)-3-(1-phenylethyl)urea). As a reaction SMILES: Cl[C:2]1[CH:11]=[C:10]2[N:12]([C:14]([C:27]3[CH:32]=[CH:31][CH:30]=[CH:29][CH:28]=3)([C:21]3[CH:26]=[CH:25][CH:24]=[CH:23][CH:22]=3)[C:15]3[CH:20]=[CH:19][CH:18]=[CH:17][CH:16]=3)[N:13]=[C:8]3[C:9]2=[C:4]([CH2:5][CH2:6][N:7]3[CH:33]([CH3:35])[CH3:34])[N:3]=1.[C:36]1([C@H:42]([NH:44][C:45]([NH2:47])=[O:46])[CH3:43])[CH:41]=[CH:40][CH:39]=[CH:38][CH:37]=1.C(=O)([O-])[O-].[Cs+].[Cs+]>CC(C1C=C(C(C)C)C(C2C(P(C3CCCCC3)C3CCCCC3)=C(OC)C=CC=2OC)=C(C(C)C)C=1)C.C(Cl)Cl>[CH:33]([N:7]1[CH2:6][CH2:5][C:4]2[N:3]=[C:2]([NH:47][C:45]([NH:44][C@@H:42]([C:36]3[CH:41]=[CH:40][CH:39]=[CH:38][CH:37]=3)[CH3:43])=[O:46])[CH:11]=[C:10]3[N:12]([C:14]([C:21]4[CH:26]=[CH:25][CH:24]=[CH:23][CH:22]=4)([C:27]4[CH:28]=[CH:29][CH:30]=[CH:31][CH:32]=4)[C:15]4[CH:16]=[CH:17][CH:18]=[CH:19][CH:20]=4)[N:13]=[C:8]1[C:9]=23)([CH3:35])[CH3:34] |f:2.3.4|. Reported procedure: 7-chloro-3-isopropyl-1-trityl-1,3,4,5-tetrahydropyrazolo[3,4,5-de][1,6]naphthyridine (116 mg, 0.242 mmol), (R)-1-(1-phenylethyl)urea (60 mg, 0.363 mmol), cesium carbonate (237 mg, 0.726 mmol) and BrettPhos pre-catalyst (22 mg, 0.024 mmol) were charged in a 1 dram vial, evacuated and backfilled with nitrogen and taken in 1,4-dioxane (1.2 mL) before the mixture was heated reaction at 100° C. for 1 hour. The reaction mixture was diluted with DCM, washed with water, brine, dried with sodium sulfate ... The reactants are CCO, Cn1nc(-c2ccccc2)c(Oc2ccc([N+](=O)[O-])cc2)c1-c1ccccc1, NN, O. Yields the product Cn1nc(-c2ccccc2)c(Oc2ccc(N)cc2)c1-c1ccccc1. RXN SMILES: [CH3:32][CH2:33][OH:34].[CH3:4][n:5]1[n:6][c:7](-[c:26]2[cH:27][cH:28][cH:29][cH:30][cH:31]2)[c:8]([O:16][c:17]2[cH:18][cH:19][c:20]([N+:23]([O-:24])=[O:25])[cH:21][cH:22]2)[c:9]1-[c:10]1[cH:11][cH:12][cH:13][cH:14][cH:15]1.[NH2:2][NH2:3].[OH2:1]>>[CH3:4][n:5]1[n:6][c:7](-[c:26]2[cH:27][cH:28][cH:29][cH:30][cH:31]2)[c:8]([O:16][c:17]2[cH:18][cH:19][c:20]([NH2:23])[cH:21][cH:22]2)[c:9]1-[c:10]1[cH:11][cH:12][cH:13][cH:14][cH:15]1. The reactants are Cl.C(=O)(O)C1=CC=C(C=C1)N1C(N(CC1)C1=CC=C(C=C1)C1CCNCC1)=O (1-(4-carboxyphenyl)-3-[4-(4-piperidinyl)phenyl]imidazolidin-2-one-hydrochloride). Run in O (H2O). Yields the product Cl.C(=O)(O)[C@@H]1CC[C@H](CC1)N1C(N(CC1)C1=CC=C(C=C1)C1CCNCC1)=O (1-(trans-4-Carboxycyclohexyl)-3-[4-(4-piperidinyl)phenyl]-imidazolidin-2-one-hydrochloride). RXN SMILES: [ClH:1].[C:2]([C:5]1[CH:10]=[CH:9][C:8]([N:11]2[CH2:15][CH2:14][N:13]([C:16]3[CH:21]=[CH:20][C:19]([CH:22]4[CH2:27][CH2:26][NH:25][CH2:24][CH2:23]4)=[CH:18][CH:17]=3)[C:12]2=[O:28])=[CH:7][CH:6]=1)([OH:4])=[O:3]>O>[ClH:1].[C:2]([C@H:5]1[CH2:6][CH2:7][C@H:8]([N:11]2[CH2:15][CH2:14][N:13]([C:16]3[CH:21]=[CH:20][C:19]([CH:22]4[CH2:27][CH2:26][NH:25][CH2:24][CH2:23]4)=[CH:18][CH:17]=3)[C:12]2=[O:28])[CH2:9][CH2:10]1)([OH:4])=[O:3] |f:0.1,3.4|. Procedure: 1-(4-carboxyphenyl)-3-[4-(4-piperidinyl)phenyl]imidazolidin-2-one-hydrochloride×H2O